The task is: describe an organic reaction: reactants, conditions, products, and yield. This data is from the Open Reaction Database (ORD), a public repository of structured organic reaction records. Reactants: CCOC(=O)Cn1ccc(-n2cc(C#Cc3cccc(C)c3)nc2C)cc1=O, CN, CCO. Yields the product CNC(=O)Cn1ccc(-n2cc(C#Cc3cccc(C)c3)nc2C)cc1=O. Reaction SMILES: [CH2:3]([O:5][C:6](=[O:4])[CH2:7][n:8]1[c:9](=[O:29])[cH:10][c:11](-[n:14]2[c:15]([CH3:28])[n:16][c:17]([C:19]#[C:20][c:21]3[cH:22][c:23]([CH3:27])[cH:24][cH:25][cH:26]3)[cH:18]2)[cH:12][cH:13]1)[CH3:30].[CH3:1][NH2:2].[CH3:31][CH2:32][OH:33]>>[CH3:1][NH:2][C:6](=[O:5])[CH2:7][n:8]1[c:9](=[O:29])[cH:10][c:11](-[n:14]2[c:15]([CH3:28])[n:16][c:17]([C:19]#[C:20][c:21]3[cH:22][c:23]([CH3:27])[cH:24][cH:25][cH:26]3)[cH:18]2)[cH:12][cH:13]1.